Dataset: the Open Reaction Database (ORD), a public repository of structured organic reaction records. Task: describe an organic reaction: reactants, conditions, products, and yield Starting materials: O=C(C(=O)OC)CC1=CC=CC=C1 (Methyl 2-oxo-3-phenylpropionate), [H][H] (hydrogen), bis(1,5-cyclooctadiene)rhodium trifluoromethanesulfonate. The solvent is C1CCOC1 (THF). The product is OC(C(=O)OC)CC1=CC=CC=C1 (methyl 2-hydroxy-3-phenylpropionate). As a reaction SMILES: [O:1]=[C:2]([CH2:7][C:8]1[CH:13]=[CH:12][CH:11]=[CH:10][CH:9]=1)[C:3]([O:5][CH3:6])=[O:4].[H][H]>C1COCC1>[OH:1][CH:2]([CH2:7][C:8]1[CH:13]=[CH:12][CH:11]=[CH:10][CH:9]=1)[C:3]([O:5][CH3:6])=[O:4]. Reported procedure: Methyl 2-oxo-3-phenylpropionate (16d, R18=Ph, R19=methyl) was hydrogenated according to General Procedure B in THF at 20.7 barg (300 psig) hydrogen at ambient temperature using bis(1,5-cyclooctadiene)rhodium trifluoromethanesulfonate (2.3 mg; 5 μmol; 0.01 equiv) and ligand (S,R)-2e (3.1 mg; 6 μmol; 0.012 equiv) for 6 hours to afford methyl 2-hydroxy-3-phenylpropionate (17d, R18=Ph, R19=methyl) with 83.2% ee as determined by chiral GC analysis. Reactants: C1(CC1)COC1=C(C=CC(=N1)C(=O)O)N1CC(C1)(F)F (6-cyclopropylmethoxy-5-(3,3-difluoro-azetidin-1-yl)-pyridine-2-carboxylic acid), C1(CC1)C(N)(C1=NOC(=N1)C)C (α-cyclopropyl-α,5-dimethyl-1,2,4-oxadiazole-3-methanamine). Product: C1(CC1)C(C)(C1=NOC(=N1)C)NC(=O)C1=NC(=C(C=C1)N1CC(C1)(F)F)OCC1CC1 (6-Cyclopropylmethoxy-5-(3,3-difluoro-azetidin-1-yl)-pyridine-2-carboxylic acid [1-cyclopropyl-1-(5-methyl-[1,2,4]oxadiazol-3-yl)-ethyl]-amide). As a reaction SMILES: [CH:1]1([CH2:4][O:5][C:6]2[N:11]=[C:10]([C:12]([OH:14])=O)[CH:9]=[CH:8][C:7]=2[N:15]2[CH2:18][C:17]([F:20])([F:19])[CH2:16]2)[CH2:3][CH2:2]1.[CH:21]1([C:24]([CH3:32])([C:26]2[N:30]=[C:29]([CH3:31])[O:28][N:27]=2)[NH2:25])[CH2:23][CH2:22]1>>[CH:21]1([C:24]([NH:25][C:12]([C:10]2[CH:9]=[CH:8][C:7]([N:15]3[CH2:18][C:17]([F:20])([F:19])[CH2:16]3)=[C:6]([O:5][CH2:4][CH:1]3[CH2:2][CH2:3]3)[N:11]=2)=[O:14])([C:26]2[N:30]=[C:29]([CH3:31])[O:28][N:27]=2)[CH3:32])[CH2:23][CH2:22]1. Procedure details: The title compound was synthesized in analogy to Example 1, using 6-cyclopropylmethoxy-5-(3,3-difluoro-azetidin-1-yl)-pyridine-2-carboxylic acid (Example 69 b) and α-cyclopropyl-α,5-dimethyl-1,2,4-oxadiazole-3-methanamine (CAN 1155536-64-3) as starting materials. MS (EI): m/e=434.5 [M+H]+. Starting materials: C1(=CC=CC=C1)P(=C(C(=O)OCC)C)(C1=CC=CC=C1)C1=CC=CC=C1 (ethyl 2-(triphenylphosphoranylidene)propanoate), C(C1=CC=CC=C1)OC1=C(C=C(C=O)C=C1F)F (4-(benzyloxy)-3,5-difluorobenzaldehyde), C(C1=CC=CC=C1)OC=1C(=C(C=O)C=CC1F)F (3-(benzyloxy)-2,4-difluorobenzaldehyde). Run in C1(=CC=CC=C1)C (toluene). Conditions: temperature 110 celsius, time 12 hour. Yields the product C(C1=CC=CC=C1)OC1=C(C=C(C=C1F)/C=C(/C(=O)OCC)\C)F (ethyl (2E)-3-[4-(benzyloxy)-3,5-difluorophenyl]-2-methylprop-2-enoate), C(C1=CC=CC=C1)OC=1C(=C(C=CC1F)/C=C(/C(=O)OCC)\C)F (ethyl (2E)-3-[3-(benzyloxy)-2,4-difluorophenyl]-2-methylprop-2-enoate). Reaction SMILES: [CH2:1]([O:8][C:9]1[C:16]([F:17])=[CH:15][C:12]([CH:13]=O)=[CH:11][C:10]=1[F:18])[C:2]1[CH:7]=[CH:6][CH:5]=[CH:4][CH:3]=1.[CH2:19]([O:26][C:27]1[C:28]([F:36])=[C:29]([CH:32]=[CH:33][C:34]=1[F:35])[CH:30]=O)[C:20]1[CH:25]=[CH:24][CH:23]=[CH:22][CH:21]=1.C1(P(C2C=CC=CC=2)(C2C=CC=CC=2)=[C:44]([CH3:50])[C:45]([O:47][CH2:48][CH3:49])=[O:46])C=CC=CC=1>C1(C)C=CC=CC=1>[CH2:1]([O:8][C:9]1[C:16]([F:17])=[CH:15][C:12](/[CH:13]=[C:44](\[CH3:50])/[C:45]([O:47][CH2:48][CH3:49])=[O:46])=[CH:11][C:10]=1[F:18])[C:2]1[CH:7]=[CH:6][CH:5]=[CH:4][CH:3]=1.[CH2:19]([O:26][C:27]1[C:28]([F:36])=[C:29](/[CH:30]=[C:44](\[CH3:50])/[C:45]([O:47][CH2:48][CH3:49])=[O:46])[CH:32]=[CH:33][C:34]=1[F:35])[C:20]1[CH:25]=[CH:24][CH:23]=[CH:22][CH:21]=1. Reported procedure: Into a 100-mL round-bottom flask, was placed 4-(benzyloxy)-3,5-difluorobenzaldehyde and 3-(benzyloxy)-2,4-difluorobenzaldehyde (4 g, 16.11 mmol, 1.00 equiv, crude), ethyl 2-(triphenylphosphoranylidene)propanoate (8.75 g, 24.14 mmol, 1.50 equiv) and toluene (60 mL). The resulting solution was stirred for 12 h at 110° C. The resulting mixture was then concentrated under vacuum. The resulting residue was applied onto a silica gel column with ethyl acetate/petroleum ether (1:8) to yield ethyl (2E)-3... Starting materials: ON1C(CCC1=O)=O (N-hydroxysuccinimide), CCN=C=NCCCN(C)C (EDCI), FC(C(C(F)(F)F)(OCOC)C=1C=C(CNC(CCC(=O)O)=O)C=CC1[Sn](CCCC)(CCCC)CCCC)(F)F (4-(3-(1,1,1,3,3,3-hexafluoro-2-(methoxymethoxy)propan-2-yl)-4-(tributylstannyl)benzylamino)-4-oxobutanoic acid). The solvent is C(C)#N (acetonitrile). Reaction conditions: temperature 20 celsius, time 8 hour. The product is FC(C(C(F)(F)F)(OCOC)C=1C=C(CNC(CCC(=O)ON2C(CCC2=O)=O)=O)C=CC1[Sn](CCCC)(CCCC)CCCC)(F)F (2,5-dioxopyrrolidin-1-yl 4-(3-(1,1,1,3,3,3-hexafluoro-2-(methoxymethoxy) propan-2-yl)-4-(tri butylstannyl)benzylamino)-4-oxobutanoate). Isolated yield 100.0%. RXN SMILES: [F:1][C:2]([F:41])([F:40])[C:3]([C:12]1[CH:13]=[C:14]([CH:24]=[CH:25][C:26]=1[Sn:27]([CH2:36][CH2:37][CH2:38][CH3:39])([CH2:32][CH2:33][CH2:34][CH3:35])[CH2:28][CH2:29][CH2:30][CH3:31])[CH2:15][NH:16][C:17](=[O:23])[CH2:18][CH2:19][C:20]([OH:22])=[O:21])([O:8][CH2:9][O:10][CH3:11])[C:4]([F:7])([F:6])[F:5].O[N:43]1[C:47](=[O:48])[CH2:46][CH2:45][C:44]1=[O:49].CCN=C=NCCCN(C)C>C(#N)C>[F:41][C:2]([F:1])([F:40])[C:3]([C:12]1[CH:13]=[C:14]([CH:24]=[CH:25][C:26]=1[Sn:27]([CH2:36][CH2:37][CH2:38][CH3:39])([CH2:28][CH2:29][CH2:30][CH3:31])[CH2:32][CH2:33][CH2:34][CH3:35])[CH2:15][NH:16][C:17](=[O:23])[CH2:18][CH2:19][C:20]([O:22][N:43]1[C:47](=[O:48])[CH2:46][CH2:45][C:44]1=[O:49])=[O:21])([O:8][CH2:9][O:10][CH3:11])[C:4]([F:7])([F:6])[F:5]. Procedure: Compound 9 (66 mg, 93 μmol) was dissolved in acetonitrile (2 mL), N-hydroxysuccinimide (21.5 mg, 187 μmol) and EDCI (36 mg, 187 μmol) were added and the mixture stirred at 20° C. overnight. The solvent was removed under vacuum and the residue was purified over silica gel using dichloromethane/AcOEt (4/1) as eluant to give 45 mg (93 μmol, 60% yield) of a colorless oil. The reactants are CN(C=O)C (dimethylformamide), O(C1=CC=CC=C1)CCOC(CCCCCBr)=O ((2-phenoxyethyl)6-bromohexanoate), NCC(O)C1=CC(=C(C(=C1)Cl)N)Cl (2-amino-1-(4-amino-3,5-dichlorophenyl)ethanol). Run in C(C)(=O)OCC.CO.C(C)N(CC)CC (ethyl acetate methanol triethylamine). Product: O(C1=CC=CC=C1)CCOC(CCCCCNCC(O)C1=CC(=C(C(=C1)Cl)N)Cl)=O (2-Phenoxyethyl6-[2-(4-amino-3,5-dichlorophenyl)-2-hydroxyethylamino]hexanoate). As a reaction SMILES: CN(C)C=O.[O:6]([CH2:13][CH2:14][O:15][C:16](=[O:23])[CH2:17][CH2:18][CH2:19][CH2:20][CH2:21]Br)[C:7]1[CH:12]=[CH:11][CH:10]=[CH:9][CH:8]=1.[NH2:24][CH2:25][CH:26]([C:28]1[CH:33]=[C:32]([Cl:34])[C:31]([NH2:35])=[C:30]([Cl:36])[CH:29]=1)[OH:27]>C(OCC)(=O)C.CO.C(N(CC)CC)C>[O:6]([CH2:13][CH2:14][O:15][C:16](=[O:23])[CH2:17][CH2:18][CH2:19][CH2:20][CH2:21][NH:24][CH2:25][CH:26]([C:28]1[CH:29]=[C:30]([Cl:36])[C:31]([NH2:35])=[C:32]([Cl:34])[CH:33]=1)[OH:27])[C:7]1[CH:12]=[CH:11][CH:10]=[CH:9][CH:8]=1 |f:3.4.5|. Procedure: According to method I (dimethylformamide, 1 hour at 100° C.) from (2-phenoxyethyl)6-bromohexanoate and 2-amino-1-(4-amino-3,5-dichlorophenyl)ethanol. Working up by means of chromatography (ethyl acetate/methanol/triethylamine 16:2:1). Recrystallized as the base from diethyl ether. Melting point: 46°-47° C. Reaction SMILES: [Br:12][C:13](=[CH2:14])[CH3:15].[Br:1][c:2]1[cH:3][c:4]([B:9]([OH:10])[OH:11])[cH:5][c:6]([Br:8])[cH:7]1.[C:21](=[O:22])([O-:23])[O-:24].[CH2:16]1[O:17][CH2:18][CH2:19][CH2:20]1.[Na+:25].[Na+:26].[cH:27]1[cH:28][cH:29][c:30]([P:31]([Pd:32]([P:33]([c:34]2[cH:35][cH:36][cH:37][cH:38][cH:39]2)([c:40]2[cH:41][cH:42][cH:43][cH:44][cH:45]2)[c:46]2[cH:47][cH:48][cH:49][cH:50][cH:51]2)([P:52]([c:53]2[cH:54][cH:55][cH:56][cH:57][cH:58]2)([c:59]2[cH:60][cH:61][cH:62][cH:63][cH:64]2)[c:65]2[cH:66][cH:67][cH:68][cH:69][cH:70]2)[P:71]([c:72]2[cH:73][cH:74][cH:75][cH:76][cH:77]2)([c:78]2[cH:79][cH:80][cH:81][cH:82][cH:83]2)[c:84]2[cH:85][cH:86][cH:87][cH:88][cH:89]2)([c:90]2[cH:91][cH:92][cH:93][cH:94][cH:95]2)[c:96]2[cH:97][cH:98][cH:99][cH:100][cH:101]2)[cH:102][cH:103]1>>[Br:1][c:2]1[cH:3][c:4]([C:13](=[CH2:14])[CH3:15])[cH:5][c:6]([Br:8])[cH:7]1. Starting materials: C=C(C)Br, OB(O)c1cc(Br)cc(Br)c1, O=C([O-])[O-], C1CCOC1, [Na+], [Na+], c1ccc(P(c2ccccc2)(c2ccccc2)[Pd](P(c2ccccc2)(c2ccccc2)c2ccccc2)(P(c2ccccc2)(c2ccccc2)c2ccccc2)P(c2ccccc2)(c2ccccc2)c2ccccc2)cc1. The product is C=C(C)c1cc(Br)cc(Br)c1. Reactants: C[C@@H]1N(CCC1)[C@@H]1CN(CC1)C=1C=C2CCNCC2=CC1 (6-((2S,3′S)-2-methyl-[1,3′]bipyrrolidinyl-1′-yl)-1,2,3,4-tetrahydro-isoquinoline), BrC1=NC(=CC=C1)N1CCCC1 (2-bromo-6-pyrrolidin-1-yl-pyridine). Product: C[C@@H]1N(CCC1)[C@@H]1CN(CC1)C=1C=C2CCN(CC2=CC1)C1=NC(=CC=C1)N1CCCC1 (6-((2S,3′S)-2-Methyl-[1,3′]bipyrrolidinyl-1′-yl)-2-(6-pyrrolidin-1-yl-pyridin-2-yl)-1,2,3,4-tetrahydro-isoquinoline). RXN SMILES: [CH3:1][C@H:2]1[CH2:6][CH2:5][CH2:4][N:3]1[C@H:7]1[CH2:11][CH2:10][N:9]([C:12]2[CH:13]=[C:14]3[C:19](=[CH:20][CH:21]=2)[CH2:18][NH:17][CH2:16][CH2:15]3)[CH2:8]1.Br[C:23]1[CH:28]=[CH:27][CH:26]=[C:25]([N:29]2[CH2:33][CH2:32][CH2:31][CH2:30]2)[N:24]=1>>[CH3:1][C@H:2]1[CH2:6][CH2:5][CH2:4][N:3]1[C@H:7]1[CH2:11][CH2:10][N:9]([C:12]2[CH:13]=[C:14]3[C:19](=[CH:20][CH:21]=2)[CH2:18][N:17]([C:23]2[CH:28]=[CH:27][CH:26]=[C:25]([N:29]4[CH2:33][CH2:32][CH2:31][CH2:30]4)[N:24]=2)[CH2:16][CH2:15]3)[CH2:8]1. Reported procedure: The title compound was synthesized in substantially the same way as Example 1 by condensation of 6-((2S,3′S)-2-methyl-[1,3′]bipyrrolidinyl-1′-yl)-1,2,3,4-tetrahydro-isoquinoline with 2-bromo-6-pyrrolidin-1-yl-pyridine.